This data is from the Open Reaction Database (ORD), a public repository of structured organic reaction records. The task is: describe an organic reaction: reactants, conditions, products, and yield Starting materials: CCOCCOCCOCC, [K+], COc1cc(C=O)ccc1O, [OH-], CC(=O)c1ccc(O)cc1. Yields the product COc1cc(C=CC(=O)c2ccc(O)cc2)ccc1O. RXN SMILES: [CH2:24]([O:25][CH2:26][CH2:27][O:28][CH2:29][CH2:30][O:31][CH2:32][CH3:33])[CH3:34].[K+:2].[O:13]=[CH:14][c:15]1[cH:16][c:17]([O:18][CH3:19])[c:20]([OH:21])[cH:22][cH:23]1.[OH-:1].[OH:3][c:4]1[cH:5][cH:6][c:7]([C:10]([CH3:11])=[O:12])[cH:8][cH:9]1>>[OH:3][c:4]1[cH:5][cH:6][c:7]([C:10]([CH:11]=[CH:14][c:15]2[cH:16][c:17]([O:18][CH3:19])[c:20]([OH:21])[cH:22][cH:23]2)=[O:12])[cH:8][cH:9]1. The reactants are Cl (HCl), N1=C(SC2=C1C1=C(OCC2)C=CC=C1)NCC1CCC(CC1)NC(COC)=O (N1-{4-[(4,5-dihydrobenzo[2,3]oxepino[4,5-d][1,3]thiazol-2- ylamino)-methyl]cyclohexyl}-2-methoxyacetamide), [OH-].[Na+] (NaOH). Solvent: C1CCOC1 (THF), C1CCOC1 (THF). Run at time 26 hour. Yields the product COCCNC1CCC(CC1)CNC=1SC2=C(N1)C1=C(OCC2)C=CC=C1 (N2-({4-[(2-methoxyethyl)amino]cyclohexyl}methyl)-4,5-dihydrobenzo[2,3]oxepino[4,5-d][1,3]thiazol-2-amine). Isolated yield 89.9%. Reaction SMILES: [N:1]1[C:5]2[C:6]3[CH:14]=[CH:13][CH:12]=[CH:11][C:7]=3[O:8][CH2:9][CH2:10][C:4]=2[S:3][C:2]=1[NH:15][CH2:16][CH:17]1[CH2:22][CH2:21][CH:20]([NH:23][C:24](=O)[CH2:25][O:26][CH3:27])[CH2:19][CH2:18]1.Cl.[OH-].[Na+]>C1COCC1>[CH3:27][O:26][CH2:25][CH2:24][NH:23][CH:20]1[CH2:21][CH2:22][CH:17]([CH2:16][NH:15][C:2]2[S:3][C:4]3[CH2:10][CH2:9][O:8][C:7]4[CH:11]=[CH:12][CH:13]=[CH:14][C:6]=4[C:5]=3[N:1]=2)[CH2:18][CH2:19]1 |f:2.3|. Procedure: To a stirred solution of N1-{4-[(4,5-dihydrobenzo[2,3]oxepino[4,5-d][1,3]thiazol-2- ylamino)-methyl]cyclohexyl}-2-methoxyacetamide (free-base) (0.450 g, 1.12 mmol) in anhydrous THF (5 ml) was added 5.0 ml 1M BH3 in THF (5.0 mmol). The solution was stirred at room temperature for 26 hours. 4N HCl (12 ml) was slowly added to the stirred solution and stirred continued for 1 hour. The solution was made basic with 2N NaOH (pH˜9) and was extracted with EtOAc. Upon evaporation of the solvent, 90% (390 ... Starting materials: CN(C=O)C (dimethylformamide), C([O-])([O-])=O.[K+].[K+] (potassium carbonate), CI (methyl iodide), ON=C(C#N)C1=C(C=CC=C1)OC1=CC=CC=C1 (α-hydroxyimino-2-phenoxyphenylacetonitrile). The solvent is CCOCC (ether). Run at time 4 hour. Product: CON=C(C#N)C1=C(C=CC=C1)OC1=CC=CC=C1 (α-methoxyimino-2-phenoxyphenylacetonitrile). Isolated yield 84.0%. As a reaction SMILES: [OH:1][N:2]=[C:3]([C:6]1[CH:11]=[CH:10][CH:9]=[CH:8][C:7]=1[O:12][C:13]1[CH:18]=[CH:17][CH:16]=[CH:15][CH:14]=1)[C:4]#[N:5].[CH3:19]N(C)C=O.C(=O)([O-])[O-].[K+].[K+].CI>CCOCC>[CH3:19][O:1][N:2]=[C:3]([C:6]1[CH:11]=[CH:10][CH:9]=[CH:8][C:7]=1[O:12][C:13]1[CH:18]=[CH:17][CH:16]=[CH:15][CH:14]=1)[C:4]#[N:5] |f:2.3.4|. Procedure: To α-hydroxyimino-2-phenoxyphenylacetonitrile (a mixture of E- and Z-isomers) (1.19 g, 0.005 mole) were added dried dimethylformamide (10 ml) and potassium carbonate (0.90 g, 0.006 mole), and methyl iodide (0.78 g, 0.0055 mole) was added dropwise to the mixture under ice cooling, followed by stirring at room temperature for 4 hours. After completion of the reaction, ether (150 ml) was added, followed by washing twice with water (100 ml). The ether layer was dried over anhydrous magnesium sulfate... The reactants are CCOC(C)=O, OCCCCc1ccc(CCOc2ncnc3ccccc23)cc1, Cc1ccc(S(=O)(=O)Cl)cc1, c1ccncc1. Product: Cc1ccc(S(=O)(=O)OCCCCc2ccc(CCOc3ncnc4ccccc34)cc2)cc1. Reaction SMILES: [CH3:42][CH2:43][O:44][C:45](=[O:46])[CH3:47].[OH:1][CH2:2][CH2:3][CH2:4][CH2:5][c:6]1[cH:7][cH:8][c:9]([CH2:12][CH2:13][O:14][c:15]2[n:16][cH:17][n:18][c:19]3[cH:20][cH:21][cH:22][cH:23][c:24]23)[cH:10][cH:11]1.[c:25]1([CH3:35])[cH:26][cH:27][c:28]([S:31](=[O:32])(=[O:33])[Cl:34])[cH:29][cH:30]1.[cH:36]1[cH:37][cH:38][n:39][cH:40][cH:41]1>>[O:1]([CH2:2][CH2:3][CH2:4][CH2:5][c:6]1[cH:7][cH:8][c:9]([CH2:12][CH2:13][O:14][c:15]2[n:16][cH:17][n:18][c:19]3[cH:20][cH:21][cH:22][cH:23][c:24]23)[cH:10][cH:11]1)[S:31]([c:28]1[cH:27][cH:26][c:25]([CH3:35])[cH:30][cH:29]1)(=[O:32])=[O:33]. Yields the product O=C(c1cccnc1)C1CC1. RXN SMILES: [CH:1]1([CH:4]([OH:5])[c:6]2[cH:7][n:8][cH:9][cH:10][cH:11]2)[CH2:2][CH2:3]1.[O:12]1[CH2:13][CH2:14][O:15][CH2:16][CH2:17]1>>[CH:1]1([C:4](=[O:5])[c:6]2[cH:7][n:8][cH:9][cH:10][cH:11]2)[CH2:2][CH2:3]1. Starting materials: OC(c1cccnc1)C1CC1, C1COCCO1. Starting materials: BrC1=NC=C(C(=C1)C)C(C1=C(C(=CC=C1F)F)F)SC1=CC=CC=C1 (2-bromo-4-methyl-5-[(phenylthio)(2,3,6-trifluorophenyl)meth yl]pyridine), CCCCCC (hexane), C(CCC)[Li] (n-butyllithium), CN(C=O)C (N,N-dimethylformamide). Run in C1(=CC=CC=C1)C (toluene), O (water), C(C)(=O)OCC (Ethyl acetate). Run at temperature -40 celsius, time 1 hour. Product: CC1=CC(=NC=C1C(C1=C(C(=CC=C1F)F)F)SC1=CC=CC=C1)C=O (4-Methyl-5-[(phenylthio)(2,3,6-trifluorophenyl)methyl]pyridine-2-carbaldehyde). The yield is 62.7%. Reaction SMILES: Br[C:2]1[CH:7]=[C:6]([CH3:8])[C:5]([CH:9]([S:19][C:20]2[CH:25]=[CH:24][CH:23]=[CH:22][CH:21]=2)[C:10]2[C:15]([F:16])=[CH:14][CH:13]=[C:12]([F:17])[C:11]=2[F:18])=[CH:4][N:3]=1.CCCCCC.C([Li])CCC.CN(C)[CH:39]=[O:40]>C1(C)C=CC=CC=1.C(OCC)(=O)C.O>[CH3:8][C:6]1[C:5]([CH:9]([S:19][C:20]2[CH:25]=[CH:24][CH:23]=[CH:22][CH:21]=2)[C:10]2[C:15]([F:16])=[CH:14][CH:13]=[C:12]([F:17])[C:11]=2[F:18])=[CH:4][N:3]=[C:2]([CH:39]=[O:40])[CH:7]=1. Procedure: To a solution of 2-bromo-4-methyl-5-[(phenylthio)(2,3,6-trifluorophenyl)meth yl]pyridine (2.00 g, 4.40 mmol) in toluene (40 ml), a hexane solution of n-butyllithium (1.58 M, 3.3 ml, 5.28 mmol) was added in an argon atmosphere at −75° C. The reaction mixture was stirred for 1 hour at −40° C., and then cooled again to −75° C., and N,N-dimethylformamide (0.68 ml, 8.80 mmol) was added. After Completion of dropwise addition, the reaction mixture was allowed to warm to 0° C., and water was added to th... Reactants: COC(=O)C(=Cc1ccc2ccccc2c1)NC(C)=O, CO. Product: COC(=O)C(Cc1ccc2ccccc2c1)NC(C)=O. As a reaction SMILES: [C:1]([CH3:2])(=[O:3])[NH:4][C:5]([C:6](=[O:7])[O:8][CH3:9])=[CH:10][c:11]1[cH:12][c:13]2[cH:14][cH:15][cH:16][cH:17][c:18]2[cH:19][cH:20]1.[CH3:21][OH:22]>>[C:1]([CH3:2])(=[O:3])[NH:4][CH:5]([C:6](=[O:7])[O:8][CH3:9])[CH2:10][c:11]1[cH:12][c:13]2[cH:14][cH:15][cH:16][cH:17][c:18]2[cH:19][cH:20]1.